Dataset: the Open Reaction Database (ORD), a public repository of structured organic reaction records. Task: describe an organic reaction: reactants, conditions, products, and yield Starting materials: ClCCl, Cc1cnc(CNCc2ncccc2N2CCCc3ccccc32)c(C)c1, O=CCCCN1C(=O)c2ccccc2C1=O. Product: Cc1cnc(CN(CCCCN2C(=O)c3ccccc3C2=O)Cc2ncccc2N2CCCc3ccccc32)c(C)c1. Reaction SMILES: [Cl:44][CH2:45][Cl:46].[N:1]1([c:11]2[c:12]([CH2:17][NH:18][CH2:19][c:20]3[n:21][cH:22][c:23]([CH3:27])[cH:24][c:25]3[CH3:26])[n:13][cH:14][cH:15][cH:16]2)[CH2:2][CH2:3][CH2:4][c:5]2[cH:6][cH:7][cH:8][cH:9][c:10]21.[O:28]=[C:29]1[N:30]([CH2:39][CH2:40][CH2:41][CH:42]=[O:43])[C:31](=[O:38])[c:32]2[cH:33][cH:34][cH:35][cH:36][c:37]21>>[N:1]1([c:11]2[c:12]([CH2:17][N:18]([CH2:19][c:20]3[n:21][cH:22][c:23]([CH3:27])[cH:24][c:25]3[CH3:26])[CH2:42][CH2:41][CH2:40][CH2:39][N:30]3[C:29](=[O:28])[c:37]4[c:32]([cH:33][cH:34][cH:35][cH:36]4)[C:31]3=[O:38])[n:13][cH:14][cH:15][cH:16]2)[CH2:2][CH2:3][CH2:4][c:5]2[cH:6][cH:7][cH:8][cH:9][c:10]21. The reactants are C(C)(C)(C)OC(=O)N1COC[C@H]1C(=O)O ((4S)-3-(tert-butoxycarbonyl)-1,3-oxazolidine-4-carboxylic acid), CC1(OC(=O)CC(=O)O1)C (Meldrum's acid), CN(C)C1=NC=CC=C1 (dimethylaminopyridine), C1(CCCCC1)N=C=NC1CCCCC1 (1,3-dicyclohexylcarbodiimide), material, C(=O)(O)C1=CC=C(C=O)C=C1 (4-carboxybenzaldehyde). The reagents and catalysts are N1CCCCC1 (piperidine). The solvent is C1(=CC=CC=C1)C (toluene), C(Cl)Cl (DCM). Product: C(C)(C)(C)OC(=O)N1COC[C@H]1C(/C(=C/C1=CC=C(C(=O)O)C=C1)/C(=O)OCC)=O (4-[(1Z)-3-[(4S)-3-(tert-butoxycarbonyl)-1,3-oxazolidin-4-yl]-2-(ethoxycarbonyl)-3-oxo-1-propenyl]benzoic acid). Isolated yield 84.6%. As a reaction SMILES: [C:1]([O:5][C:6]([N:8]1[C@H:12]([C:13]([OH:15])=O)[CH2:11][O:10][CH2:9]1)=[O:7])([CH3:4])([CH3:3])[CH3:2].C[C:17]1([CH3:25])[O:24][C:22](=[O:23])[CH2:21][C:19](=O)O1.CN(C1C=CC=CN=1)C.C1(N=C=NC2CCCCC2)CCCCC1.[C:50]([C:53]1[CH:60]=[CH:59][C:56](C=O)=[CH:55][CH:54]=1)([OH:52])=[O:51]>N1CCCCC1.C1(C)C=CC=CC=1.C(Cl)Cl>[C:1]([O:5][C:6]([N:8]1[C@H:12]([C:13](=[O:15])/[C:21](/[C:22]([O:24][CH2:17][CH3:25])=[O:23])=[CH:19]/[C:56]2[CH:59]=[CH:60][C:53]([C:50]([OH:52])=[O:51])=[CH:54][CH:55]=2)[CH2:11][O:10][CH2:9]1)=[O:7])([CH3:2])([CH3:3])[CH3:4]. Procedure: To (4S)-3-(tert-butoxycarbonyl)-1,3-oxazolidine-4-carboxylic acid (11.15 g, 0.051 mol), Meldrum's acid (7.33 g, 0.051 mol), dimethylaminopyridine (12.44 g, 0.102 mol) and DCM (200 ml) was added 1,3-dicyclohexylcarbodiimide (10.52 g, 0.051 mol). After 24 h the reaction was filtered, extracted twice with 1N HCl (200 ml) once with water, dried (Na2SO4), filtered, concentrated, then warmed to reflux in 100% ethanol for 2 h. The reaction was concentrated to a pale yellow oil (14.3 g). A portion of th... The product is B(F)(F)F.CCOCC (boron trifluoride etherate), COC (methyl ether). The solvent is CO (methanol). Procedure: Another method for the alkylation of the 3-hydroxy is by reaction with an alcohol in the presence of boron trifluoride etherate. Thus, methanol and boron trifluoride etherate yield a methyl ether at a reaction temperature of about 25° C. followed conveniently by thin layer chromatography. RXN SMILES: [B:1]([F:4])([F:3])[F:2].[CH3:5][CH2:6][O:7][CH2:8][CH3:9]>CO>[B:1]([F:4])([F:3])[F:2].[CH3:5][CH2:6][O:7][CH2:8][CH3:9].[CH3:6][O:7][CH3:8] |f:0.1,3.4|. Reactants: 3-hydroxy, alcohol, B(F)(F)F.CCOCC (boron trifluoride etherate). The reactants are BrCC1=C(C=CC=C1)C(C(=O)OC)=COC (methyl α-(2-bromomethylphenyl)-β-methoxyacrylate), C1=CC=C2C=C(C=CC2=C1)S (2-thionaphthol), C([O-])([O-])=O.[K+].[K+] (potassium carbonate), [I-].[K+] (potassium iodide). The solvent is CC(=O)C (acetone), O (water). Product: C1=C(C=CC2=CC=CC=C12)SCC1=C(C=CC=C1)C(C(=O)OC)=COC (Methyl α-(2-naphthylthiomethylphenyl)-β-methoxyacrylate). Reaction SMILES: Br[CH2:2][C:3]1[CH:8]=[CH:7][CH:6]=[CH:5][C:4]=1[C:9](=[CH:14][O:15][CH3:16])[C:10]([O:12][CH3:13])=[O:11].[CH:17]1[CH:26]=[C:25]2[C:20]([CH:21]=[C:22]([SH:27])[CH:23]=[CH:24]2)=[CH:19][CH:18]=1.C(=O)([O-])[O-].[K+].[K+].[I-].[K+]>CC(C)=O.O>[CH:21]1[C:20]2[C:25](=[CH:26][CH:17]=[CH:18][CH:19]=2)[CH:24]=[CH:23][C:22]=1[S:27][CH2:2][C:3]1[CH:8]=[CH:7][CH:6]=[CH:5][C:4]=1[C:9](=[CH:14][O:15][CH3:16])[C:10]([O:12][CH3:13])=[O:11] |f:2.3.4,5.6|. Procedure: 8 g of methyl α-(2-bromomethylphenyl)-β-methoxyacrylate, 4.5 g of 2-thionaphthol, 4.4 g of potassium carbonate and 100 mg of potassium iodide are refluxed for 20 hours in 200 ml of acetone. 200 ml of water is then added and extraction is carried out three times with methylene chloride. The organic phases are dried over Na2SO4 and evaporated down. The oil which remains is chromatographed on silica gel using a mixture of n-hexane and ethyl acetate. There is obtained 8.19 g of slightly yellow cryst... The reactants are CC(=O)O[BH-](OC(C)=O)OC(C)=O, CCN(CC)C(=O)N(C1CCCCC1)C1CC2CCC(C1)N2C(=O)C(N)Cc1ccc(Cl)cc1, ClCCl, [Na+], O=C1CCOCC1. Yields the product CCN(CC)C(=O)N(C1CCCCC1)C1CC2CCC(C1)N2C(=O)C(Cc1ccc(Cl)cc1)NC1CCOCC1. As a reaction SMILES: [C:42]([O:43][BH-:44]([O:45][C:46](=[O:47])[CH3:48])[O:49][C:50](=[O:51])[CH3:52])(=[O:53])[CH3:54].[Cl:1][c:2]1[cH:3][cH:4][c:5]([CH2:6][CH:7]([NH2:8])[C:9](=[O:10])[N:11]2[CH:12]3[CH2:13][CH:14]([N:19]([C:20](=[O:21])[N:22]([CH2:23][CH3:24])[CH2:25][CH3:26])[CH:27]4[CH2:28][CH2:29][CH2:30][CH2:31][CH2:32]4)[CH2:15][CH:16]2[CH2:17][CH2:18]3)[cH:33][cH:34]1.[Cl:56][CH2:57][Cl:58].[Na+:55].[O:35]1[CH2:36][CH2:37][C:38](=[O:41])[CH2:39][CH2:40]1>>[Cl:1][c:2]1[cH:3][cH:4][c:5]([CH2:6][CH:7]([NH:8][CH:38]2[CH2:37][CH2:36][O:35][CH2:40][CH2:39]2)[C:9](=[O:10])[N:11]2[CH:12]3[CH2:13][CH:14]([N:19]([C:20](=[O:21])[N:22]([CH2:23][CH3:24])[CH2:25][CH3:26])[CH:27]4[CH2:28][CH2:29][CH2:30][CH2:31][CH2:32]4)[CH2:15][CH:16]2[CH2:17][CH2:18]3)[cH:33][cH:34]1. Run in O1CCCC1 (tetrahydrofuran), O1CCCC1 (tetrahydrofuran), C(C)(=O)OCC (ethyl acetate). Procedure details: A 1 molar solution of tetrabutylammonium fluoride in tetrahydrofuran (27 mL, 1.3 equiv) was added to a stirred solution of silyl ether 52 (6.7 g, 20 mmol, 1.0 equiv) in tetrahydrofuran (80 mL) at 25° C. The resulting brown solution was stirred at 25° C. for 3 h. The reaction mixture was concentrated by rotary evaporation. The residue was purified by silica gel column chromatography (25% hexane in ethyl acetate) to afford S5 (4.4 g, 99% yield) as a brown oil. Rf=0.44 (25% hexane in ethyl acetate)... Starting materials: solution, [F-].C(CCC)[N+](CCCC)(CCCC)CCCC (tetrabutylammonium fluoride), C(C)(C)(C)[SiH2]OC(C1(C=C(C2OC(OC21)(C)C)Cl)O)(C)C (4-(tert-Butyl-dimethyl-silanyloxymethyl)-6-chloro-2,2-dimethyl-4,6a-dihydro-3aH-cyclopenta[1,3]-dioxol-4-ol), ( w ), ( w ), CCCCCC (hexane), ( m ), ( w ). The yield is 99.0%. Reaction SMILES: [F-].C([N+](CCCC)(CCCC)CCCC)CCC.C([SiH2][O:24][C:25](C)(C)[C:26]1([OH:37])[CH:33]2[CH:29]([O:30][C:31]([CH3:35])([CH3:34])[O:32]2)[C:28]([Cl:36])=[CH:27]1)(C)(C)C.CCCCCC>O1CCCC1.C(OCC)(=O)C>[Cl:36][C:28]1[CH:29]2[O:30][C:31]([CH3:35])([CH3:34])[O:32][CH:33]2[C:26]([CH2:25][OH:24])([OH:37])[CH:27]=1 |f:0.1|. Yields the product ClC1=CC(C2C1OC(O2)(C)C)(O)CO (6-Chloro-4-hydroxymethyl-2,2-dimethyl-4,6a-dihydro-3aH-cyclopenta[1,3]-dioxol-4-ol). Run at temperature 25 celsius, time 3 hour. Reported procedure: 3-(4-Methoxy-1H-indol-6-yl)-3-pyridin-2-yl-propionic acid ethyl ester CLXXV was prepared from 3-(4-methoxy-1H-indol-6-yl)-3-pyridin-2-yl-acrylic acid ethyl ester using the procedure described for preparation of 3-(1H-Indol-7-yl)-N-methyl-3-phenyl-propionamide XIX (Example 4). Yields the product C(C)OC(CC(C1=NC=CC=C1)C1=CC(=C2C=CNC2=C1)OC)=O (3-(4-Methoxy-1H-indol-6-yl)-3-pyridin-2-yl-propionic acid ethyl ester). The reactants are C(C)OC(C=C(C1=NC=CC=C1)C1=CC(=C2C=CNC2=C1)OC)=O (3-(4-methoxy-1H-indol-6-yl)-3-pyridin-2-yl-acrylic acid ethyl ester), N1C=CC2=CC=CC(=C12)C(CC(=O)NC)C1=CC=CC=C1 (3-(1H-Indol-7-yl)-N-methyl-3-phenyl-propionamide). RXN SMILES: [CH2:1]([O:3][C:4](=[O:24])[CH:5]=[C:6]([C:13]1[CH:21]=[C:20]2[C:16]([CH:17]=[CH:18][NH:19]2)=[C:15]([O:22][CH3:23])[CH:14]=1)[C:7]1[CH:12]=[CH:11][CH:10]=[CH:9][N:8]=1)[CH3:2].N1C2C(=CC=CC=2C(C2C=CC=CC=2)CC(NC)=O)C=C1>>[CH2:1]([O:3][C:4](=[O:24])[CH2:5][CH:6]([C:13]1[CH:21]=[C:20]2[C:16]([CH:17]=[CH:18][NH:19]2)=[C:15]([O:22][CH3:23])[CH:14]=1)[C:7]1[CH:12]=[CH:11][CH:10]=[CH:9][N:8]=1)[CH3:2]. The reactants are NC1=NC(=CC(=N1)Cl)OCC1=CC=C(CNC(C(F)(F)F)=O)C=C1 (N-[4-(2-Amino-4-chloropyrimidin-6-yloxymethyl)-benzyl]-2,2,2-trifluoro-acetamide), CN (methylamine). Run in CO (methanol). The product is NCC1=CC=C(COC2=CC(=NC(=N2)N)Cl)C=C1 (6-(4-Aminomethyl-benzyloxy)-2-amino-4-chloropyrimidine). As a reaction SMILES: [NH2:1][C:2]1[N:7]=[C:6]([Cl:8])[CH:5]=[C:4]([O:9][CH2:10][C:11]2[CH:24]=[CH:23][C:14]([CH2:15][NH:16]C(=O)C(F)(F)F)=[CH:13][CH:12]=2)[N:3]=1.CN>CO>[NH2:16][CH2:15][C:14]1[CH:23]=[CH:24][C:11]([CH2:10][O:9][C:4]2[N:3]=[C:2]([NH2:1])[N:7]=[C:6]([Cl:8])[CH:5]=2)=[CH:12][CH:13]=1. Procedure: 65 mg (0.18 mmol) N-[4-(2-amino-4-chloropyrimidin-6-yloxymethyl)-benzyl]-2,2,2-trifluoro-acetamide (15) is dissolved in 1 mL methanol and treated with 2 mL methylamine (33% in ethanol). The reaction mixture is stirred at room temperature over night and all volatiles are removed in vacuo. The product is used without further purification in the next step. ESI-MS m/z 265.3 [M+H]+. Reactants: C(CCCCCCCCCC)C#N (undecyl cyanide), CC(CO)N (DL-2-amino-1-propanol). The reagents and catalysts are O.O.C(C)(=O)[O-].[Cd+2].C(C)(=O)[O-] (cadmium acetate dihydrate). Run in C(CCC)O (1-butanol). Yields the product CC1N=C(OC1)CCCCCCCCCCC (4-methyl-2-undecyl-2-oxazoline). The yield is 91.9%. As a reaction SMILES: [CH2:1]([C:12]#[N:13])[CH2:2][CH2:3][CH2:4][CH2:5][CH2:6][CH2:7][CH2:8][CH2:9][CH2:10][CH3:11].[CH3:14][CH:15](N)[CH2:16][OH:17]>C(O)CCC.O.O.C([O-])(=O)C.[Cd+2].C([O-])(=O)C>[CH3:14][CH:15]1[CH2:16][O:17][C:12]([CH2:1][CH2:2][CH2:3][CH2:4][CH2:5][CH2:6][CH2:7][CH2:8][CH2:9][CH2:10][CH3:11])=[N:13]1 |f:3.4.5.6.7|. Procedure: 10.9 g (60 mmoles) of undecyl cyanide was treated with 5 g (66.6 mmoles) of DL-2-amino-1-propanol in presence of 400 mg (1.5 mmoles) of cadmium acetate dihydrate in 1-butanol as outlined under Example 1. 13.2 g (92%) of product was obtained on distillation at 115°-117° C./1-1.5 mm Hg.